Dataset: the Open Reaction Database (ORD), a public repository of structured organic reaction records. Task: describe an organic reaction: reactants, conditions, products, and yield The reactants are C(C=1C(O)=CC=CC1)=O (salicylaldehyde), [H-].[Na+] (sodium hydride), C(CCCCCCCCCC)Br (undecyl bromide). Run in CN(C=O)C (dimethylformamide), petroleum ether, CCCCCC (hexane), CN(C=O)C (dimethylformamide). Product: C(CCCCCCCCCC)OC1=C(C=O)C=CC=C1 (2-undecyloxybenzaldehyde). RXN SMILES: [H-].[Na+].[CH:3](=[O:11])[C:4]1[C:5](=[CH:7][CH:8]=[CH:9][CH:10]=1)[OH:6].[CH2:12](Br)[CH2:13][CH2:14][CH2:15][CH2:16][CH2:17][CH2:18][CH2:19][CH2:20][CH2:21][CH3:22]>CN(C)C=O.CCCCCC>[CH2:22]([O:6][C:5]1[CH:7]=[CH:8][CH:9]=[CH:10][C:4]=1[CH:3]=[O:11])[CH2:21][CH2:20][CH2:19][CH2:18][CH2:17][CH2:16][CH2:15][CH2:14][CH2:13][CH3:12] |f:0.1|. Reported procedure: To a stirred suspension of sodium hydride (10.0 mmoles), which was prewashed with petroleum ether, in sieve dried dimethylformamide (10 ml) was added dropwise a solution of salicylaldehyde (10.1 mmoles) in dimethylformamide (1 ml). To the reaction mixture was then added undecyl bromide (10.0 mmoles) and the mixture stirred for 16 hours at ambient temperature under nitrogen. The reaction mixture was taken up in hexane (50 ml) and washed with 10 percent sodium hydroxide (2×50 ml) and saturated sod... The reactants are NC1=C2C(=NC=N1)N(N=C2C2=CC(=C(C=C2)NC(C2=CC=C(C=C2)N(C)C)=O)OC)C2CCN(CC2)C2CCN(CC2)C (N1-(4-{4-amino-1-[1-(1-methylpiperidin-4-yl)piperidin-4-yl]-1H-pyrazolo[3,4-d]pyrimidin-3-yl}-2-methoxyphenyl)-4-(dimethylamino)benzamide), C(\C=C/C(=O)O)(=O)O (maleic acid). The reagents and catalysts are C(C)O (ethanol). The solvent is C(C)(=O)OCC (ethyl acetate), C(C)(=O)OCC (ethyl acetate). Product: C(\C=C/C(=O)O)(=O)O.C(\C=C/C(=O)O)(=O)O.C(\C=C/C(=O)O)(=O)O.NC1=C2C(=NC=N1)N(N=C2C2=CC(=C(C=C2)NC(C2=CC=C(C=C2)N(C)C)=O)OC)C2CCN(CC2)C2CCN(CC2)C (N1-(4-{4-amino-1-[1-(1-methylpiperidin-4-yl)piperidin-4-yl]-1H-pyrazolo[3,4-d]pyrimidin-3-yl}-2-methoxyphenyl)-4-(dimethylamino)benzamide tris-maleate). The yield is 90.2%. As a reaction SMILES: [NH2:1][C:2]1[N:7]=[CH:6][N:5]=[C:4]2[N:8]([CH:31]3[CH2:36][CH2:35][N:34]([CH:37]4[CH2:42][CH2:41][N:40]([CH3:43])[CH2:39][CH2:38]4)[CH2:33][CH2:32]3)[N:9]=[C:10]([C:11]3[CH:16]=[CH:15][C:14]([NH:17][C:18](=[O:28])[C:19]4[CH:24]=[CH:23][C:22]([N:25]([CH3:27])[CH3:26])=[CH:21][CH:20]=4)=[C:13]([O:29][CH3:30])[CH:12]=3)[C:3]=12.[C:44]([OH:51])(=[O:50])/[CH:45]=[CH:46]\[C:47]([OH:49])=[O:48]>C(OCC)(=O)C.C(O)C>[C:44]([OH:51])(=[O:50])/[CH:45]=[CH:46]\[C:47]([OH:49])=[O:48].[C:44]([OH:51])(=[O:50])/[CH:45]=[CH:46]\[C:47]([OH:49])=[O:48].[C:44]([OH:51])(=[O:50])/[CH:45]=[CH:46]\[C:47]([OH:49])=[O:48].[NH2:1][C:2]1[N:7]=[CH:6][N:5]=[C:4]2[N:8]([CH:31]3[CH2:36][CH2:35][N:34]([CH:37]4[CH2:38][CH2:39][N:40]([CH3:43])[CH2:41][CH2:42]4)[CH2:33][CH2:32]3)[N:9]=[C:10]([C:11]3[CH:16]=[CH:15][C:14]([NH:17][C:18](=[O:28])[C:19]4[CH:24]=[CH:23][C:22]([N:25]([CH3:27])[CH3:26])=[CH:21][CH:20]=4)=[C:13]([O:29][CH3:30])[CH:12]=3)[C:3]=12 |f:4.5.6.7|. Reported procedure: A suspension of 3-(4-Amino-3-methoxyphenyl)-1-[1-(1-methylpiperidin-4-yl)piperidin-4-yl]-1H-pyrazolo[3,4-d]pyrimidin-4-amine (0.398 g, 0.912 mmol) in pyridine (7 mL) at −5° C. was treated with a solution of 4-(dimethylamino)-1-benzenecarbonyl chloride (0.167 g, 0.912 mmol) in dichloromethane (3 mL). The reaction mixture was stirred at −5° C. for 2.5 h, and the ice bath was removed. 1 N sodium hydroxide solution (10 mL) was added to the reaction mixture and stirred for 1 h. The organic layer was ... Starting materials: O=C([O-])[O-], C1CCOC1, CCO, Cc1ccccc1, O=Cc1ccc(B(O)O)cc1, Ic1ccc2ncnc(Oc3ccccc3)c2c1, N#N, [Na+], [Na+]. Product: O=Cc1ccc(-c2ccc3ncnc(Oc4ccccc4)c3c2)cc1. As a reaction SMILES: [C:30](=[O:31])([O-:32])[O-:33].[CH2:41]1[O:42][CH2:43][CH2:44][CH2:45]1.[CH3:38][CH2:39][OH:40].[CH3:46][c:47]1[cH:48][cH:49][cH:50][cH:51][cH:52]1.[CH:19](=[O:20])[c:21]1[cH:22][cH:23][c:24]([B:27]([OH:28])[OH:29])[cH:25][cH:26]1.[I:1][c:2]1[cH:3][c:4]2[c:5]([O:12][c:13]3[cH:14][cH:15][cH:16][cH:17][cH:18]3)[n:6][cH:7][n:8][c:9]2[cH:10][cH:11]1.[N:36]#[N:37].[Na+:34].[Na+:35]>>[c:2]1(-[c:24]2[cH:23][cH:22][c:21]([CH:19]=[O:20])[cH:26][cH:25]2)[cH:3][c:4]2[c:5]([O:12][c:13]3[cH:14][cH:15][cH:16][cH:17][cH:18]3)[n:6][cH:7][n:8][c:9]2[cH:10][cH:11]1. Reactants: CC(C)(F)COS(=O)(=O)C(F)(F)F, NC1=NC2(COC1)c1cc(-c3cccnc3F)ccc1Oc1c(F)cc(O)cc12, CN(C)C=O, O. Product: CC(C)(F)COc1cc(F)c2c(c1)C1(COCC(N)=N1)c1cc(-c3cccnc3F)ccc1O2. As a reaction SMILES: [F:35][C:36]([F:37])([F:38])[S:39]([O:40][CH2:41][C:42]([CH3:43])([CH3:44])[F:45])(=[O:46])=[O:47].[NH2:1][C:2]1=[N:3][C:4]2([CH2:5][O:6][CH2:7]1)[c:8]1[cH:9][c:10](-[c:23]3[c:24]([F:29])[n:25][cH:26][cH:27][cH:28]3)[cH:11][cH:12][c:13]1[O:14][c:15]1[c:16]([F:22])[cH:17][c:18]([OH:21])[cH:19][c:20]12.[O:30]=[CH:31][N:32]([CH3:33])[CH3:34].[OH2:48]>>[NH2:1][C:2]1=[N:3][C:4]2([CH2:5][O:6][CH2:7]1)[c:8]1[cH:9][c:10](-[c:23]3[c:24]([F:29])[n:25][cH:26][cH:27][cH:28]3)[cH:11][cH:12][c:13]1[O:14][c:15]1[c:16]([F:22])[cH:17][c:18]([O:21][CH2:41][C:42]([CH3:43])([CH3:44])[F:45])[cH:19][c:20]12. As a reaction SMILES: [CH3:2][O:3][CH2:4][CH2:5][O:6][Al+:7][O:8][CH2:9][CH2:10][O:11][CH3:12].[CH3:36][c:37]1[cH:38][cH:39][cH:40][cH:41][cH:42]1.[H-:14].[H-:1].[NH2:15][C:16]12[CH2:17][CH:18]=[CH:19][CH2:20][CH:21]1[C:22](=[O:33])[N:23]([CH:25]([CH3:26])[c:27]1[cH:28][cH:29][cH:30][cH:31][cH:32]1)[CH2:24]2.[Na+:13].[Na+:35].[OH-:34]>>[NH2:15][C:16]12[CH2:17][CH:18]=[CH:19][CH2:20][CH:21]1[CH2:22][N:23]([CH:25]([CH3:26])[c:27]1[cH:28][cH:29][cH:30][cH:31][cH:32]1)[CH2:24]2. The product is CC(c1ccccc1)N1CC2CC=CCC2(N)C1. Reactants: COCCO[Al+]OCCOC, Cc1ccccc1, [H-], [H-], CC(c1ccccc1)N1CC2(N)CC=CCC2C1=O, [Na+], [Na+], [OH-]. Starting materials: N1=C(C=CC=C1)COC1=CC=C(C=C1)C(C)=O (4'-(2-pyridinylmethoxy)acetophenone), C[Si](C)(C)[N-][Si](C)(C)C.[Li+] (lithium bis(trimethylsilyl)amide), Cl[Si](C)(C)C (chlorotrimethylsilane), diethyl ester, C1(=CC=CC=C1)CCSC(C(=O)O)C(=O)O ([(2-phenylethyl)thio]propanedioic acid). The solvent is C1CCOC1 (THF). The product is OC1=C(C(OC(=C1)C1=CC=C(C=C1)OCC1=NC=CC=C1)=O)SCCC1=CC=CC=C1 (4-Hydroxy-3-[(2-phenylethyl)thio]-6-[4-(2-pyridinylmethoxy)phenyl]-2H-pyran-2-one). RXN SMILES: [N:1]1[CH:6]=[CH:5][CH:4]=[CH:3][C:2]=1[CH2:7][O:8][C:9]1[CH:14]=[CH:13][C:12]([C:15](=[O:17])[CH3:16])=[CH:11][CH:10]=1.C[Si]([N-][Si](C)(C)C)(C)C.[Li+].Cl[Si](C)(C)C.[C:33]1([CH2:39][CH2:40][S:41][CH:42]([C:46](O)=[O:47])[C:43](O)=[O:44])[CH:38]=[CH:37][CH:36]=[CH:35][CH:34]=1>C1COCC1>[OH:47][C:46]1[CH:16]=[C:15]([C:12]2[CH:13]=[CH:14][C:9]([O:8][CH2:7][C:2]3[CH:3]=[CH:4][CH:5]=[CH:6][N:1]=3)=[CH:10][CH:11]=2)[O:17][C:43](=[O:44])[C:42]=1[S:41][CH2:40][CH2:39][C:33]1[CH:34]=[CH:35][CH:36]=[CH:37][CH:38]=1 |f:1.2|. Reported procedure: The title compound was prepared by Method A using 4'-(2-pyridinylmethoxy)acetophenone (1.14 g, 5.06 mmol), lithium bis(trimethylsilyl)amide (0.930 g, 5.56 mmol), chlorotrimethylsilane (0.705 mL, 5.56 mmol), THF (56 mL), and diethyl ester of [(2-phenylethyl)thio]propanedioic acid (1.00 g, 3.37 mmol). m.p. dec. 179° C.; 1H NMR (400 MHz, DMSO-d6) δ2.77 (t, 2 H), 2.98 (t, 2 H), 5.27 (s, 2 H), 6.68 (s, 1 H), 7.22 (m, 7 H), 7.36 (m, 1 H), 7.53 (d, 1 H), 7.77 (d, 2 H), 7.85 (t, 1 H), 8.60 (d, 2 H), 11....